Dataset: the Open Reaction Database (ORD), a public repository of structured organic reaction records. Task: describe an organic reaction: reactants, conditions, products, and yield Yield: 83.9%. Procedure: A solution of 4-oxo-piperidine-1-carboxylic acid tert-butyl ester (1 g, 0.00502 mole) in dry 1,2-dichloroethane (10 mL) was stirred under an atmosphere of nitrogen for 10 minutes. 2-Tert-butylaniline (0.974 g, 0.00652 mole), acetic acid (0.301 g, 0.005 mole) and sodium triacetoxyborohydride (1.596 g, 0.00753 mole) were then added portionwise and stirring was continued at ambient temperature for 16 hours. The reaction mixture was basified with sodium bicarbonate solution and the product was extra... Reaction conditions: time 16 hour. Run in ClCCCl (1,2-dichloroethane). As a reaction SMILES: [C:1]([O:5][C:6]([N:8]1[CH2:13][CH2:12][C:11](=O)[CH2:10][CH2:9]1)=[O:7])([CH3:4])([CH3:3])[CH3:2].[C:15]([C:19]1[CH:25]=[CH:24][CH:23]=[CH:22][C:20]=1[NH2:21])([CH3:18])([CH3:17])[CH3:16].C(O)(=O)C.C(O[BH-](OC(=O)C)OC(=O)C)(=O)C.[Na+].C(=O)(O)[O-].[Na+]>ClCCCl>[C:1]([O:5][C:6]([N:8]1[CH2:13][CH2:12][CH:11]([NH:21][C:20]2[CH:22]=[CH:23][CH:24]=[CH:25][C:19]=2[C:15]([CH3:18])([CH3:17])[CH3:16])[CH2:10][CH2:9]1)=[O:7])([CH3:4])([CH3:3])[CH3:2] |f:3.4,5.6|. The reactants are C(C)(C)(C)C1=C(N)C=CC=C1 (2-Tert-butylaniline), C(C)(=O)O (acetic acid), C(C)(=O)O[BH-](OC(C)=O)OC(C)=O.[Na+] (sodium triacetoxyborohydride), C([O-])(O)=O.[Na+] (sodium bicarbonate), C(C)(C)(C)OC(=O)N1CCC(CC1)=O (4-oxo-piperidine-1-carboxylic acid tert-butyl ester). The product is C(C)(C)(C)OC(=O)N1CCC(CC1)NC1=C(C=CC=C1)C(C)(C)C (4-(2-tert-butyl-phenylamino)-piperidine-1-carboxylic acid tert-butyl ester).